Dataset: the Open Reaction Database (ORD), a public repository of structured organic reaction records. Task: describe an organic reaction: reactants, conditions, products, and yield Starting materials: CC(C)([O-])C.[K+] (potassium t-butoxide), Cl.OC1CCNCC1 (4-hydroxypiperidine hydrochloride), COC=1C=C(C=C(C1)OC)CCCCC1=C(OCC2OC2)C=CC=C1 (2-{2-[4-(3,5-dimethoxyphenyl)butyl]phenoxymethyl}oxirane). The solvent is O1CCCC1 (tetrahydrofuran), CO (methanol). Run at time 30 minute. The product is COC=1C=C(C=C(C1)OC)CCCCC1=C(OCC(CN2CCC(CC2)O)O)C=CC=C1 (1-{2-[4-(3,5-Dimethoxyphenyl)butyl]phenoxy}-3-(4-hydroxypiperidino)-2-propanol). Yield: 95.4%. As a reaction SMILES: CC(C)([O-])C.[K+].Cl.[OH:8][CH:9]1[CH2:14][CH2:13][NH:12][CH2:11][CH2:10]1.[CH3:15][O:16][C:17]1[CH:18]=[C:19]([CH2:25][CH2:26][CH2:27][CH2:28][C:29]2[CH:39]=[CH:38][CH:37]=[CH:36][C:30]=2[O:31][CH2:32][CH:33]2[CH2:35][O:34]2)[CH:20]=[C:21]([O:23][CH3:24])[CH:22]=1>CO.O1CCCC1>[CH3:15][O:16][C:17]1[CH:18]=[C:19]([CH2:25][CH2:26][CH2:27][CH2:28][C:29]2[CH:39]=[CH:38][CH:37]=[CH:36][C:30]=2[O:31][CH2:32][CH:33]([OH:34])[CH2:35][N:12]2[CH2:13][CH2:14][CH:9]([OH:8])[CH2:10][CH2:11]2)[CH:20]=[C:21]([O:23][CH3:24])[CH:22]=1 |f:0.1,2.3|. Procedure details: 561 mg of potassium t-butoxide were added, whilst ice-cooling, to a solution of 688 mg of 4-hydroxypiperidine hydrochloride in methanol, and the resulting mixture was stirred at the same temperature for 30 minutes. At the end of this time, the solvent was removed by distillation under reduced pressure, the residue was mixed with tetrahydrofuran, and insoluble materials were filtered off. The filtrate was concentrated by evaporation under reduced pressure, to give a colorless oil, which was disso... The reactants are NC=1SC=C(N1)/C(/C(=O)OCCSC)=N/O (2-methylthioethyl 2-(2-aminothiazol-4-yl)-2(Z)-hydroxyiminoacetate), BrC(C(=O)OC(C)(C)C)CCC (tert-butyl 2-bromovalerate). The product is NC=1SC=C(N1)/C(/C(=O)OCCSC)=N/OC(CCC)C(=O)OC(C)(C)C (2-Methylthioethyl 2-(2-aminothiazol-4-yl)-2(Z)-(1-tert-butoxycarbonylbutoxyimino)acetate). As a reaction SMILES: [NH2:1][C:2]1[S:3][CH:4]=[C:5](/[C:7](=[N:15]/[OH:16])/[C:8]([O:10][CH2:11][CH2:12][S:13][CH3:14])=[O:9])[N:6]=1.Br[CH:18]([CH2:26][CH2:27][CH3:28])[C:19]([O:21][C:22]([CH3:25])([CH3:24])[CH3:23])=[O:20]>>[NH2:1][C:2]1[S:3][CH:4]=[C:5](/[C:7](=[N:15]/[O:16][CH:18]([C:19]([O:21][C:22]([CH3:23])([CH3:25])[CH3:24])=[O:20])[CH2:26][CH2:27][CH3:28])/[C:8]([O:10][CH2:11][CH2:12][S:13][CH3:14])=[O:9])[N:6]=1. Reported procedure: Starting from 2-methylthioethyl 2-(2-aminothiazol-4-yl)-2(Z)-hydroxyiminoacetate and tert-butyl 2-bromovalerate, the above-identified compound is obtained by the procedure of Reference Example 16. Reactants: [Na] (sodium), O (water), C(C)C(C(=O)O)=CC1=CC=C(C=C1)C (α-ethyl-4-methyl-cinnamic acid), [Na] (sodium). Run in C1(=CC=CC=C1)C (toluene), CC(O)CC(C)C (methyl-isobutyl-carbinol). Yields the product C(C)C(C(=O)O)CC1=CC=C(C=C1)C (α-ethyl-4-methyl-dihydrocinnamic acid). As a reaction SMILES: [CH2:1]([C:3](=[CH:7][C:8]1[CH:13]=[CH:12][C:11]([CH3:14])=[CH:10][CH:9]=1)[C:4]([OH:6])=[O:5])[CH3:2].[Na].O>CC(CC(C)C)O.C1(C)C=CC=CC=1>[CH2:1]([CH:3]([CH2:7][C:8]1[CH:13]=[CH:12][C:11]([CH3:14])=[CH:10][CH:9]=1)[C:4]([OH:6])=[O:5])[CH3:2] |^1:14|. Procedure: A suspension of 91 g of α-ethyl-4-methyl-cinnamic acid in 1.5 liters of methyl-isobutyl-carbinol is added dropwise within one hour to 100 g of sodium in 250 cc of toluene at 130° while stirring well. After a further hour, sodium is no longer present and the mixture is cooled and 500 cc of water are carefully added thereto. The aqueous phase is separated and the methyl-isobutyl-carbinol phase is again extracted twice with water. The entire aqueous phase is acidified with concentrated hydrochloric... Reactants: CN1CCOCC1, COc1cc(C(=O)O)ccn1, CC(C)COC(=O)Cl, Nc1ccccc1, C1CCOC1. Yields the product COc1cc(C(=O)Nc2ccccc2)ccn1. Reaction SMILES: [CH3:12][N:13]1[CH2:14][CH2:15][O:16][CH2:17][CH2:18]1.[CH3:1][O:2][c:3]1[cH:4][c:5]([C:6](=[O:7])[OH:8])[cH:9][cH:10][n:11]1.[Cl:19][C:20]([O:21][CH2:22][CH:23]([CH3:24])[CH3:25])=[O:26].[NH2:27][c:28]1[cH:29][cH:30][cH:31][cH:32][cH:33]1.[O:34]1[CH2:35][CH2:36][CH2:37][CH2:38]1>>[CH3:1][O:2][c:3]1[cH:4][c:5]([C:6](=[O:8])[NH:27][c:28]2[cH:29][cH:30][cH:31][cH:32][cH:33]2)[cH:9][cH:10][n:11]1. The reactants are [Al+3], COC(=O)c1cnn(C(C)(C)C)c1, [H-], [H-], [H-], [H-], [K+], [Li+], C1CCOC1, [OH-]. The product is CC(C)(C)n1cc(CO)cn1. Reaction SMILES: [Al+3:2].[C:7]([CH3:8])([CH3:9])([CH3:10])[n:11]1[n:12][cH:13][c:14]([C:16](=[O:17])[O:18][CH3:19])[cH:15]1.[H-:1].[H-:4].[H-:5].[H-:6].[K+:21].[Li+:3].[O:22]1[CH2:23][CH2:24][CH2:25][CH2:26]1.[OH-:20]>>[C:7]([CH3:8])([CH3:9])([CH3:10])[n:11]1[n:12][cH:13][c:14]([CH2:16][OH:17])[cH:15]1.